Dataset: the Open Reaction Database (ORD), a public repository of structured organic reaction records. Task: describe an organic reaction: reactants, conditions, products, and yield Starting materials: C(Cl)(Cl)Cl (chloroform), CO (methanol), [BH4-].[Na+] (Sodium borohydride), BrC1=C(C=CC(=C1)C(C)C)N(C1=NC(=CC(=N1)C(=O)C=1C=NC=CC1)C)CC (N-(2-bromo-4-(1-methylethyl)phenyl)-N-ethyl-4-(3-pyridylcarbonyl)-6-methylpyrimidinamine). The solvent is C(C)O (ethanol). Reaction conditions: time 71 hour. The product is BrC1=C(C=CC(=C1)C(C)C)N(C1=NC(=CC(=N1)C(C=1C=NC=CC1)O)C)CC (N-(2-bromo-4-(1-methylethyl)phenyl)-N-ethyl-4-(hydroxy-3-pyridyl-methyl)-6-methylpyrimidinamine). Yield: 97.1%. As a reaction SMILES: [BH4-].[Na+].[Br:3][C:4]1[CH:9]=[C:8]([CH:10]([CH3:12])[CH3:11])[CH:7]=[CH:6][C:5]=1[N:13]([CH2:29][CH3:30])[C:14]1[N:19]=[C:18]([C:20]([C:22]2[CH:23]=[N:24][CH:25]=[CH:26][CH:27]=2)=[O:21])[CH:17]=[C:16]([CH3:28])[N:15]=1.C(Cl)(Cl)Cl.CO>C(O)C>[Br:3][C:4]1[CH:9]=[C:8]([CH:10]([CH3:12])[CH3:11])[CH:7]=[CH:6][C:5]=1[N:13]([CH2:29][CH3:30])[C:14]1[N:19]=[C:18]([CH:20]([OH:21])[C:22]2[CH:23]=[N:24][CH:25]=[CH:26][CH:27]=2)[CH:17]=[C:16]([CH3:28])[N:15]=1 |f:0.1|. Procedure: Sodium borohydride (0.11 g, 2.8 mmol) was added to a solution of N-(2-bromo-4-(1-methylethyl)phenyl)-N-ethyl-4-(3-pyridylcarbonyl)-6-methylpyrimidinamine (0.6 g, 1.4 mmol) in ethanol (5 mL). After being stirred for 71 h, the reaction mixture was concentrated in vacuo, treated with a 1 N NaOH solution and extracted three times with ethyl acetate. The combined organic layers were washed with brine, dried over MgSO4, filtered and concentrated in vacuo to give a colorless oil. Column chromatography ...